The task is: describe an organic reaction: reactants, conditions, products, and yield. This data is from the Open Reaction Database (ORD), a public repository of structured organic reaction records. Starting materials: CC1=C(C(=O)O)C(=CC=C1)[N+](=O)[O-] (2-methyl-6-nitrobenzoic acid), solution, B.C1CCOC1 (BH3.THF). Solvent: O1CCCC1 (tetrahydrofuran), C1CCOC1 (THF). Yields the product CC1=C(CO)C(=CC=C1)[N+](=O)[O-] (2-methyl-6-nitrobenzyl alcohol). The yield is 107.3%. Reaction SMILES: [CH3:1][C:2]1[CH:10]=[CH:9][CH:8]=[C:7]([N+:11]([O-:13])=[O:12])[C:3]=1[C:4](O)=[O:5].B.C1COCC1>O1CCCC1>[CH3:1][C:2]1[CH:10]=[CH:9][CH:8]=[C:7]([N+:11]([O-:13])=[O:12])[C:3]=1[CH2:4][OH:5] |f:1.2|. Procedure: A 100 mL round bottomed flask under dry argon was charged with 5 g of 2-methyl-6-nitrobenzoic acid which was dissolved in 60 mL of dry tetrahydrofuran. To this solution was added slowly with cooling and stirring, 64.17 mL of a 1M solution of BH3.THF in THF. The mixture was refluxed for 17 h then the reaction was slowly and carefully quenched with an excess of 10% aqueous hydrochloric acid. The THF was removed under vacuum and the residue was extracted with three 50 mL aliquots of methylene chlor... Reactants: Cl (HCl), [NH4+].[Cl-] (NH4Cl), C(C1=CC=CC=C1)NC1=C2C(=NC(=C1)[N+](=O)[O-])N(C=N2)C(C)C (7-Benzylamino-3-Iso-Propyl-5-nitroimidazo[4,5-b]pyridine). The reagents and catalysts are [Fe] (Fe). Run in CCO (EtOH). Run at temperature 75 celsius, time 1 hour. Product: NC1=CC(=C2C(=N1)N(C=N2)C(C)C)NCC2=CC=CC=C2 (5-Amino-3-Iso-Propyl-7-benzylamino-imidazo[4,5-b]pyridine). The yield is 98.0%. RXN SMILES: Cl.[NH4+].[Cl-].[CH2:4]([NH:11][C:12]1[CH:17]=[C:16]([N+:18]([O-])=O)[N:15]=[C:14]2[N:21]([CH:24]([CH3:26])[CH3:25])[CH:22]=[N:23][C:13]=12)[C:5]1[CH:10]=[CH:9][CH:8]=[CH:7][CH:6]=1>CCO.[Fe]>[NH2:18][C:16]1[N:15]=[C:14]2[N:21]([CH:24]([CH3:25])[CH3:26])[CH:22]=[N:23][C:13]2=[C:12]([NH:11][CH2:4][C:5]2[CH:10]=[CH:9][CH:8]=[CH:7][CH:6]=2)[CH:17]=1 |f:1.2|. Procedure: To a suspension of 5.5 g of Fe in 30 mL EtOH was added slowly 2 mL 12 N HCl. The mixture was stirred at 75° C. for 1 hour. After cooling at 65° C., 12 mL 25% NH4Cl solution was added. The mixture was stirred 5 min and 6a (0.02 mol, in 5 mL EtOH) was added. The mixture is heated at 75° C. for 2 hour. After cooling to rt, 5 g celite was added the mixture was filtrated on celite and the remaining solids were washed several times with ethanol. The combined filtrates were concentrated and extracted w... Starting materials: CC1C(CCC1)(C(=O)O)C1=CC(=CC=C1)F (methyl 1-(3-fluorophenyl)cyclopentanecarboxylic acid), S(O)(O)(=O)=O (sulfuric acid), C([O-])([O-])=O.[Na+].[Na+] (sodium carbonate). Solvent: CO (methanol). Product: FC=1C=C(C=CC1)C1(CCCC1)C(=O)OC (Methyl 1-(3-fluorophenyl)cyclopentanecarboxylate). RXN SMILES: C[CH:2]1[CH2:6][CH2:5][CH2:4][C:3]1([C:10]1[CH:15]=[CH:14][CH:13]=[C:12]([F:16])[CH:11]=1)[C:7]([OH:9])=[O:8].S(=O)(=O)(O)O.[C:22](=O)([O-])[O-].[Na+].[Na+]>CO>[F:16][C:12]1[CH:11]=[C:10]([C:3]2([C:7]([O:9][CH3:22])=[O:8])[CH2:4][CH2:5][CH2:6][CH2:2]2)[CH:15]=[CH:14][CH:13]=1 |f:2.3.4|. Procedure: To a solution of methyl 1-(3-fluorophenyl)cyclopentanecarboxylic acid (5.0 g, 24.01 mmol) in anhydrous methanol was added 1 mL of concentrated sulfuric acid. The mixture was refluxed overnight. The mixture was neutralized to pH 4-5 with sodium carbonate. The solvent was evaporated. The residue was dissolved in ethyl acetate (50 mL), washed with brine (3×10 mL, dried over MgSO4. The crude product was used for the next reaction without further purification. Starting materials: O1C(CCCC1)N1C([C@H]([C@@H]1CCOC1OCCCC1)CCOOC(=O)CC1=CC=C(C=C1)[N+](=O)[O-])=O (trans-1-(2-tetrahydropyranyl)-3-(1-p-nitrobenzylcarbonyldioxyethyl)-4-[2-(2-tetrahydropyranyl)oxyethyl]-2-azetidinone), O.C1(=CC=C(C=C1)S(=O)(=O)O)C (p-toluenesulfonic acid monohydrate), P(=O)([O-])([O-])[O-] (phosphate). Solvent: CO (methanol). Conditions: time 2 hour. Yields the product [N+](=O)([O-])C1=CC=C(CC(=O)OOCC[C@@H]2C(N[C@H]2CCO)=O)C=C1 (trans-3-(1-p-nitrobenzylcarbonyldioxyethyl)-4-(2-hydroxyethyl)-2-azetidinone). RXN SMILES: O1CCCCC1[N:7]1[C@@H:10]([CH2:11][CH2:12][O:13]C2CCCCO2)[C@H:9]([CH2:20][CH2:21][O:22][O:23][C:24]([CH2:26][C:27]2[CH:32]=[CH:31][C:30]([N+:33]([O-:35])=[O:34])=[CH:29][CH:28]=2)=[O:25])[C:8]1=[O:36].O.C1(C)C=CC(S(O)(=O)=O)=CC=1.P([O-])([O-])([O-])=O>CO>[N+:33]([C:30]1[CH:29]=[CH:28][C:27]([CH2:26][C:24]([O:23][O:22][CH2:21][CH2:20][C@H:9]2[C@H:10]([CH2:11][CH2:12][OH:13])[NH:7][C:8]2=[O:36])=[O:25])=[CH:32][CH:31]=1)([O-:35])=[O:34] |f:1.2|. Procedure: A solution of trans-1-(2-tetrahydropyranyl)-3-(1-p-nitrobenzylcarbonyldioxyethyl)-4-[2-(2-tetrahydropyranyl)oxyethyl]-2-azetidinone in methanol at 25° C. is treated with 0.1 molar equivalent of p-toluenesulfonic acid monohydrate. The solution is stirred for a period of 2 hours and then neutralized with 1 M pH 7 phosphate buffer. The product is extracted into ethyl acetate. The ethyl acetate solution is washed with brine, dried over magnesium sulfate and filtered. The filtrate is evaporated under... Reaction conditions: time 0.5 hour. Isolated yield 55.0%. Starting materials: C(C)OC(=O)C(CN1N=CN=C1)(O)C1=CC=C(C=C1)F (1-Ethoxycarbonyl-1-(4-fluorophenyl)-2-(1H-1,2,4-triazol-1-yl)ethanol), FC(C(F)(F)F)(F)I (pentafluoroethyl iodide), solution, C[Mg]Br (methylmagnesium bromide), [Cl-].[NH4+] (ammonium chloride). Reaction SMILES: [F:1][C:2](I)([F:7])[C:3]([F:6])([F:5])[F:4].C[Mg]Br.C([O:14][C:15]([C:17]([C:25]1[CH:30]=[CH:29][C:28]([F:31])=[CH:27][CH:26]=1)([OH:24])[CH2:18][N:19]1[CH:23]=[N:22][CH:21]=[N:20]1)=O)C.[Cl-].[NH4+]>CCOCC.O>[OH:24][C:17]([C:25]1[CH:26]=[CH:27][C:28]([F:31])=[CH:29][CH:30]=1)([C:15](=[O:14])[C:2]([F:7])([F:1])[C:3]([F:6])([F:5])[F:4])[CH2:18][N:19]1[CH:23]=[N:22][CH:21]=[N:20]1 |f:3.4|. Product: OC(CN1N=CN=C1)(C(C(C(F)(F)F)(F)F)=O)C1=CC=C(C=C1)F (2-hydroxy-2-(4-fluorophenyl)-4,4,5,5,5-pentafluoro-1-(1H-1,2,4-triazol-1-yl)pentan-3-one). Solvent: CCOCC (ether), CCOCC (ether), O (water). Procedure details: Gaseous pentafluoroethyl iodide (5 g., 0.02M) was passed into a flask containing dry ether (40 ml.) at -70° and fitted with a dry-ice condenser. A 3 molar solution of methylmagnesium bromide (5.8 ml., 0.017M) was then added over 5 minutes keeping the temperature between -70° and -65°. The mixture was then stirred at -70° for 1/2 hour. 1-Ethoxycarbonyl-1-(4-fluorophenyl)-2-(1H-1,2,4-triazol-1-yl)ethanol (1.3 g., 0.0047M) in dry ether (10 ml.) was then added over 10 minutes keeping the temperature... Starting materials: S1C(=CC=C1)S(=O)(=O)N1CC(N(CC1)C1=CC=C(C=C1)C(C(F)(F)F)(C)O)C=O (4-(2-thiophenylsulfonyl)-1-(4-(2,2,2-trifluoro-1-hydroxy-1-methylethyl)phenyl)-2-piperazinecarbaldehyde), N1CCOCC1 (morpholine), C(C)(=O)O[BH-](OC(C)=O)OC(C)=O.[Na+] (sodium triacetoxyborohydride), C(C)(=O)O (acetic acid). Run in ClCCCl (1,2-dichloroethane). Reaction conditions: time 1 hour. Product: FC(C(C)(O)C1=CC=C(C=C1)N1C(CN(CC1)S(=O)(=O)C=1SC=CC1)CN1CCOCC1)(F)F (1,1,1-trifluoro-2-(4-(2-(4-morpholinylmethyl)-4-(2-thiophenylsulfonyl)-1-piperazinyl)phenyl)-2-propanol). Yield: 9.6%. As a reaction SMILES: [S:1]1[CH:5]=[CH:4][CH:3]=[C:2]1[S:6]([N:9]1[CH2:14][CH2:13][N:12]([C:15]2[CH:20]=[CH:19][C:18]([C:21]([OH:27])([CH3:26])[C:22]([F:25])([F:24])[F:23])=[CH:17][CH:16]=2)[CH:11]([CH:28]=O)[CH2:10]1)(=[O:8])=[O:7].[NH:30]1[CH2:35][CH2:34][O:33][CH2:32][CH2:31]1.C(O[BH-](OC(=O)C)OC(=O)C)(=O)C.[Na+].C(O)(=O)C>ClCCCl>[F:25][C:22]([F:23])([F:24])[C:21]([C:18]1[CH:17]=[CH:16][C:15]([N:12]2[CH2:13][CH2:14][N:9]([S:6]([C:2]3[S:1][CH:5]=[CH:4][CH:3]=3)(=[O:7])=[O:8])[CH2:10][CH:11]2[CH2:28][N:30]2[CH2:35][CH2:34][O:33][CH2:32][CH2:31]2)=[CH:20][CH:19]=1)([OH:27])[CH3:26] |f:2.3|. Procedure: To a solution of 4-(2-thiophenylsulfonyl)-1-(4-(2,2,2-trifluoro-1-hydroxy-1-methylethyl)phenyl)-2-piperazinecarbaldehyde (45 mg, 0.100 mmol) and morpholine (26.2 mg, 0.301 mmol, Aldrich, St. Louis, Mo.) in 1,2-dichloroethane (2.0 mL) was added sodium triacetoxyborohydride (106 mg, 0.502 mmol) and acetic acid (5.74 μL, 0.100 mmol). The reaction was stirred at room temperature for 1 h then quenched with methanol (5 mL) and concentrated. The crude material was dissolved in methanol, filtered and pu...